Dataset: the Open Reaction Database (ORD), a public repository of structured organic reaction records. Task: describe an organic reaction: reactants, conditions, products, and yield The reactants are O=C([O-])CC(O)(CC(=O)[O-])C(=O)[O-], Cc1cn(C2CC(N=[N+]=[N-])C(CO)O2)c(=O)[nH]c1=O, CC(C)Oc1nc(N)nc2nc[nH]c12. Product: CC(C)Oc1nc(N)nc2c1ncn2C1CC(N=[N+]=[N-])C(CO)O1. RXN SMILES: [C:1]([O-:2])(=[O:3])[CH2:4][C:5]([CH2:6][C:7]([O-:8])=[O:9])([C:10]([O-:11])=[O:12])[OH:13].[CH3:28][c:29]1[c:30](=[O:31])[nH:42][c:43](=[O:44])[n:45]([CH:32]2[CH2:33][CH:34]([N:35]=[N+:36]=[N-:37])[CH:38]([CH2:39][OH:40])[O:41]2)[cH:46]1.[NH2:14][c:15]1[n:16][c:17]([O:24][CH:25]([CH3:26])[CH3:27])[c:18]2[nH:19][cH:20][n:21][c:22]2[n:23]1>>[NH2:14][c:15]1[n:16][c:17]([O:24][CH:25]([CH3:26])[CH3:27])[c:18]2[n:19][cH:20][n:21]([CH:32]3[CH2:33][CH:34]([N:35]=[N+:36]=[N-:37])[CH:38]([CH2:39][OH:40])[O:41]3)[c:22]2[n:23]1. Reactants: FC=1C=C(C=C(C1)C(F)(F)F)CC(=O)O (3-fluoro-5-(trifluoromethyl)phenylacetic acid), C(C1=CC=CC=C1)O (benzyl alcohol). Product: C(C1=CC=CC=C1)OC=1C=C(C=C(C1)C(F)(F)F)CC(=O)O ((3-Benzyloxy-5-trifluoromethyl-phenyl)-acetic acid). As a reaction SMILES: F[C:2]1[CH:3]=[C:4]([CH2:12][C:13]([OH:15])=[O:14])[CH:5]=[C:6]([C:8]([F:11])([F:10])[F:9])[CH:7]=1.[CH2:16]([OH:23])[C:17]1[CH:22]=[CH:21][CH:20]=[CH:19][CH:18]=1>>[CH2:16]([O:23][C:2]1[CH:3]=[C:4]([CH2:12][C:13]([OH:15])=[O:14])[CH:5]=[C:6]([C:8]([F:11])([F:10])[F:9])[CH:7]=1)[C:17]1[CH:22]=[CH:21][CH:20]=[CH:19][CH:18]=1. Procedure: Prepared according to the procedure described in Example 185, Step 1, using the following starting materials: 3-fluoro-5-(trifluoromethyl)phenylacetic acid and benzyl alcohol.